From a dataset of the Open Reaction Database (ORD), a public repository of structured organic reaction records. describe an organic reaction: reactants, conditions, products, and yield Reaction SMILES: [Br:1]N1C(=O)CCC1=O.[OH:9][C:10]1[CH:15]=[CH:14][C:13]([NH:16][C:17](=[O:23])[O:18][C:19]([CH3:22])([CH3:21])[CH3:20])=[CH:12][CH:11]=1>C(Cl)(Cl)Cl>[Br:1][C:15]1[CH:14]=[C:13]([NH:16][C:17](=[O:23])[O:18][C:19]([CH3:20])([CH3:22])[CH3:21])[CH:12]=[CH:11][C:10]=1[OH:9]. Conditions: time 15 minute. The solvent is C(Cl)(Cl)Cl (chloroform), C(Cl)(Cl)Cl (chloroform). Product: BrC=1C=C(C=CC1O)NC(OC(C)(C)C)=O (tert.Butyl N-(3-bromo-4-hydroxyphenyl)carbamate). Starting materials: BrN1C(CCC1=O)=O (N-bromosuccinimide), OC1=CC=C(C=C1)NC(OC(C)(C)C)=O (tert.butyl N-(4-hydroxy-phenyl)carbamate). Reported procedure: A solution of 9.4 g (52.8 mmoles) of N-bromosuccinimide in 450 mL of chloroform was added dropwise to a suspension 10 g (47.8 mmoles) of tert.butyl N-(4-hydroxy-phenyl)carbamate in 100 mL of chloroform at 0° C. over a period of 2 hours. The reaction mixture was stirred for an additional 15 min and then washed twice with water (first with 400 mL, then with 200 mL), dried over magnesium sulfate, filtered and partly evaporated. Hexane was added to the residue with stirring which caused the formatio... The reactants are FC1=C(C(=O)O)C(=CC(=C1C(F)(F)F)F)F (2,4,6-trifluoro-3-trifluoromethylbenzoic acid), S(=O)(Cl)Cl (thionyl chloride). Reaction conditions: temperature 50 celsius. The product is FC1=C(C(=O)Cl)C(=CC(=C1C(F)(F)F)F)F (2,4,6-Trifluoro-3-trifluoromethylbenzoyl chloride). As a reaction SMILES: [F:1][C:2]1[C:10]([C:11]([F:14])([F:13])[F:12])=[C:9]([F:15])[CH:8]=[C:7]([F:16])[C:3]=1[C:4](O)=[O:5].S(Cl)([Cl:19])=O>>[F:1][C:2]1[C:10]([C:11]([F:14])([F:13])[F:12])=[C:9]([F:15])[CH:8]=[C:7]([F:16])[C:3]=1[C:4]([Cl:19])=[O:5]. Procedure: 5.8 g (0,024 mol) of 2,4,6-trifluoro-3-trifluoromethylbenzoic acid are added in portions at room temperature to 40 ml of thionyl chloride. After metering has ended, the mixture is heated at 50° C. until the evolution of gas has ceased. The excess thionyl chloride is then removed by distillation, and the crude product is reacted further directly. The reactants are C(#N)C1=CC(=C(C=C1)C=1C=NN(C1O)C1=NC=C(C(=O)O)C=C1)C (6-(4-(4-cyano-2-methylphenyl)-5-hydroxy-1H-pyrazol-1-yl)nicotinic acid), O1C(CCCC1)CN ((tetrahydro-2H-pyran-2-yl)methanamine). The product is C(#N)C1=CC(=C(C=C1)C=1C=NN(C1O)C1=NC=C(C(=O)NCC2OCCCC2)C=C1)C (6-(4-(4-cyano-2-methylphenyl)-5-hydroxy-1H-pyrazol-1-yl)-N-((tetrahydro-2H-pyran-2-yl)methyl)nicotinamide). Reaction SMILES: [C:1]([C:3]1[CH:8]=[CH:7][C:6]([C:9]2[CH:10]=[N:11][N:12]([C:15]3[CH:23]=[CH:22][C:18]([C:19]([OH:21])=O)=[CH:17][N:16]=3)[C:13]=2[OH:14])=[C:5]([CH3:24])[CH:4]=1)#[N:2].[O:25]1[CH2:30][CH2:29][CH2:28][CH2:27][CH:26]1[CH2:31][NH2:32]>>[C:1]([C:3]1[CH:8]=[CH:7][C:6]([C:9]2[CH:10]=[N:11][N:12]([C:15]3[CH:23]=[CH:22][C:18]([C:19]([NH:32][CH2:31][CH:26]4[CH2:27][CH2:28][CH2:29][CH2:30][O:25]4)=[O:21])=[CH:17][N:16]=3)[C:13]=2[OH:14])=[C:5]([CH3:24])[CH:4]=1)#[N:2]. Procedure details: The title compound was prepared in a manner similar to Example 112 using 6-(4-(4-cyano-2-methylphenyl)-5-hydroxy-1H-pyrazol-1-yl)nicotinic acid and (tetrahydro-2H-pyran-2-yl)methanamine. 1H NMR (400 MHz, DMSO-d6) δ ppm 1.17-1.31 (m, 2H) 1.32-1.45 (m, 2H) 1.77-1.91 (m, 4H) 2.40-2.46 (m, 3H) 3.37-3.49 (m, 1H) 3.65-3.82 (m, 1H) 4.58 (br. s., 1H) 7.65 (dd, J=7.83, 1.52 Hz, 1H) 7.73 (s, 1H) 7.77 (d, J=7.83 Hz, 1H) 8.16 (br. s., 1H) 8.25-8.65 (m, 3H) 8.80-9.01 (m, 1H) 12.36-13.83 (m, 1H). MS m/z [M+H]... Starting materials: COC1=CC=C(C=C1)S(=O)(=O)NCC(=O)OCC (ethyl 2-[[4-methoxybenzenesulfonyl]amino]acetate), COC1=CC=C(CCl)C=C1 (4-methoxybenzyl chloride), [H-].[Na+] (sodium hydride). The solvent is CN(C=O)C (dimethylformamide). Reaction conditions: time 8 hour. Product: COC1=CC=C(C=C1)S(=O)(=O)N(CC(=O)OCC)CC1=CC=C(C=C1)OC (ethyl 2-[[4-methoxybenzenesulfonyl](4-methoxybenzyl)amino]acetate). RXN SMILES: [H-].[Na+].[CH3:3][O:4][C:5]1[CH:10]=[CH:9][C:8]([S:11]([NH:14][CH2:15][C:16]([O:18][CH2:19][CH3:20])=[O:17])(=[O:13])=[O:12])=[CH:7][CH:6]=1.[CH3:21][O:22][C:23]1[CH:30]=[CH:29][C:26]([CH2:27]Cl)=[CH:25][CH:24]=1>CN(C)C=O>[CH3:3][O:4][C:5]1[CH:10]=[CH:9][C:8]([S:11]([N:14]([CH2:27][C:26]2[CH:29]=[CH:30][C:23]([O:22][CH3:21])=[CH:24][CH:25]=2)[CH2:15][C:16]([O:18][CH2:19][CH3:20])=[O:17])(=[O:12])=[O:13])=[CH:7][CH:6]=1 |f:0.1|. Reported procedure: To a suspension of sodium hydride (0.906 g, 22.67 mmol) in dimethylformamide (50.0 mL), is added ethyl 2-[[4-methoxybenzenesulfonyl]amino]acetate (4.13 g, 15.11 mmol) and 4-methoxybenzyl chloride (2.17 mL, 15.87 mmol), and the reaction is stirred overnight at room temperature. The reaction is cooled to 0° C., quenched with 1N hydrochloric acid, and extracted well with ether. The combined organic layers are washed with brine, dried (Na2SO4), and the solvent is evaporated. The product is recrystal... Reactants: [Cl-], O=S(=O)(O)c1ccc(F)cc1, NCCc1ccc(C(CCCCCC(=O)O)c2cccnc2)cc1. The product is O=C(O)CCCCCC(c1ccc(CCNS(=O)(=O)c2ccc(F)cc2)cc1)c1cccnc1. As a reaction SMILES: [Cl-:25].[F:26][c:27]1[cH:28][cH:29][c:30]([S:33](=[O:34])(=[O:35])[OH:36])[cH:31][cH:32]1.[NH2:1][CH2:2][CH2:3][c:4]1[cH:5][cH:6][c:7]([CH:10]([CH2:11][CH2:12][CH2:13][CH2:14][CH2:15][C:16](=[O:17])[OH:18])[c:19]2[cH:20][n:21][cH:22][cH:23][cH:24]2)[cH:8][cH:9]1>>[NH:1]([CH2:2][CH2:3][c:4]1[cH:5][cH:6][c:7]([CH:10]([CH2:11][CH2:12][CH2:13][CH2:14][CH2:15][C:16](=[O:17])[OH:18])[c:19]2[cH:20][n:21][cH:22][cH:23][cH:24]2)[cH:8][cH:9]1)[S:33]([c:30]1[cH:29][cH:28][c:27]([F:26])[cH:32][cH:31]1)(=[O:34])=[O:35]. Reactants: [K+].FC(C(C(C(S(=O)(=O)[O-])(F)F)(F)F)(F)F)(S(=O)(=O)[O-])F.[K+] (Perfluorobutane-1,4-disulfonic acid potassium salt), [O-]S(=O)(=O)C(F)(F)F.C(C)(C)(C)C1=CC=C(C=C1)[S+](C1=CC=C(C=C1)C(C)(C)C)C1=CC=C(C=C1)C(C)(C)C (tris(4-t-butylphenyl)sulfonium triflate). Solvent: O (water), CO (methanol). Conditions: time 1 hour. The product is FC(C(C(C(S(=O)(=O)[O-])(F)F)(F)F)(F)F)(S(=O)(=O)[O-])F.C(C)(C)(C)C1=CC=C(C=C1)[S+](C1=CC=C(C=C1)C(C)(C)C)C1=CC=C(C=C1)C(C)(C)C.C(C)(C)(C)C1=CC=C(C=C1)[S+](C1=CC=C(C=C1)C(C)(C)C)C1=CC=C(C=C1)C(C)(C)C (bis(tris(4-t-butylphenyl)sulfonium) perfluorobutane-1,4-disulfonate). Reaction SMILES: [K+].[F:2][C:3]([F:21])([S:17]([O-:20])(=[O:19])=[O:18])[C:4]([F:16])([F:15])[C:5]([F:14])([F:13])[C:6]([F:12])([F:11])[S:7]([O-:10])(=[O:9])=[O:8].[K+].[O-]S(C(F)(F)F)(=O)=O.[C:31]([C:35]1[CH:40]=[CH:39][C:38]([S+:41]([C:52]2[CH:57]=[CH:56][C:55]([C:58]([CH3:61])([CH3:60])[CH3:59])=[CH:54][CH:53]=2)[C:42]2[CH:47]=[CH:46][C:45]([C:48]([CH3:51])([CH3:50])[CH3:49])=[CH:44][CH:43]=2)=[CH:37][CH:36]=1)([CH3:34])([CH3:33])[CH3:32]>O.CO>[F:12][C:6]([F:11])([S:7]([O-:10])(=[O:9])=[O:8])[C:5]([F:14])([F:13])[C:4]([F:15])([F:16])[C:3]([F:2])([F:21])[S:17]([O-:20])(=[O:18])=[O:19].[C:31]([C:35]1[CH:40]=[CH:39][C:38]([S+:41]([C:42]2[CH:47]=[CH:46][C:45]([C:48]([CH3:51])([CH3:50])[CH3:49])=[CH:44][CH:43]=2)[C:52]2[CH:57]=[CH:56][C:55]([C:58]([CH3:60])([CH3:61])[CH3:59])=[CH:54][CH:53]=2)=[CH:37][CH:36]=1)([CH3:32])([CH3:33])[CH3:34].[C:31]([C:35]1[CH:40]=[CH:39][C:38]([S+:41]([C:42]2[CH:47]=[CH:46][C:45]([C:48]([CH3:51])([CH3:50])[CH3:49])=[CH:44][CH:43]=2)[C:52]2[CH:57]=[CH:56][C:55]([C:58]([CH3:60])([CH3:61])[CH3:59])=[CH:54][CH:53]=2)=[CH:37][CH:36]=1)([CH3:32])([CH3:33])[CH3:34] |f:0.1.2,3.4,7.8.9|. Procedure: Perfluorobutane-1,4-disulfonic acid potassium salt (0.1887 g) in 2 ml water was added to a solution of tris(4-t-butylphenyl)sulfonium triflate (0.5000 g) in 1.14 g methanol and stirred for 1 hour. This solution was then extracted with chloroform (7 mL). The chloroform layer was washed several times with distilled water and stripped of solvent, and the residue dried under high vacuum. This oil was then recrystallized two times from a mixture of diethyl ether and methylene chloride and the crystal...